This data is from the Open Reaction Database (ORD), a public repository of structured organic reaction records. The task is: describe an organic reaction: reactants, conditions, products, and yield Starting materials: O=C(O)Cc1ccc(I)cc1, NC(=O)c1sccc1N. The product is NC(=O)c1sccc1NC(=O)Cc1ccc(I)cc1. Reaction SMILES: [I:1][c:2]1[cH:3][cH:4][c:5]([CH2:8][C:9](=[O:10])[OH:11])[cH:6][cH:7]1.[NH2:12][c:13]1[c:14]([C:18](=[O:19])[NH2:20])[s:15][cH:16][cH:17]1>>[I:1][c:2]1[cH:3][cH:4][c:5]([CH2:8][C:9](=[O:11])[NH:12][c:13]2[c:14]([C:18](=[O:19])[NH2:20])[s:15][cH:16][cH:17]2)[cH:6][cH:7]1. The reactants are CN(C=O)C (N,N-dimethylformamide), OC=1C=C2C=CC(NC2=CC1)=O (6-hydroxycarbostyril), C(=O)([O-])[O-].[K+].[K+] (K2CO3), C1(CCCCC1)N(C(\C=C\CBr)=O)CCO (N-cyclohexyl-N-(2-hydroxyethyl)-γ-bromocrotonamide). Solvent: O (water). The product is OCCN(C(=O)C=CCOC=1C=C2C=CC(NC2=CC1)=O)C1CCCCC1 (6-{3-[N-(2-hydroxyethyl)-N-cyclohexylaminocarbonyl]-2-propenyloxy}-carbostyril). Isolated yield 73.4%. Reaction SMILES: CN(C)C=O.[OH:6][C:7]1[CH:8]=[C:9]2[C:14](=[CH:15][CH:16]=1)[NH:13][C:12](=[O:17])[CH:11]=[CH:10]2.C([O-])([O-])=O.[K+].[K+].[CH:24]1([N:30]([CH2:37][CH2:38][OH:39])[C:31](=[O:36])/[CH:32]=[CH:33]/[CH2:34]Br)[CH2:29][CH2:28][CH2:27][CH2:26][CH2:25]1>O>[OH:39][CH2:38][CH2:37][N:30]([CH:24]1[CH2:25][CH2:26][CH2:27][CH2:28][CH2:29]1)[C:31]([CH:32]=[CH:33][CH2:34][O:6][C:7]1[CH:8]=[C:9]2[C:14](=[CH:15][CH:16]=1)[NH:13][C:12](=[O:17])[CH:11]=[CH:10]2)=[O:36] |f:2.3.4|. Procedure details: Into 200 ml of N,N-dimethylformamide and 50 ml of water was added 16 g of 6-hydroxycarbostyril and 17 g of K2CO3, while the mixture was stirred at a room temperature, 31 g of N-cyclohexyl-N-(2-hydroxyethyl)-γ-bromocrotonamide was added dropwise. After the addition the reaction mixture was stirred for 3 hours and was concentrated. To the residue thus obtained 500 ml of chloroform was added and washed with water, a dilueted NaOH aqueous solution and water. The organic layer was concentrated. The r... Reactants: ClC=1N=C(C2=C(N1)CN(C2)C(C)=O)N2[C@H](COCC2)C ((S)-1-(2-chloro-4-(3-methylmorpholino)-5H-pyrrolo[3,4-d]pyrimidin-6(7H)-yl)ethanone), ClC=1N=C(C2=C(N1)CN(C2)C(C)=O)N2[C@H](COCC2)C ((S)-1-(2-chloro-4-(3-methylmorpholino)-5H-pyrrolo[3,4-d]pyrimidin-6(7H)-yl)ethanone), C(C)NC(=O)NC1=CC(=C(C=C1)B1OC(C(O1)(C)C)(C)C)F (1-ethyl-3-(3-fluoro-4-(4,4,5,5-tetramethyl-1,3,2-dioxaborolan-2-yl)phenyl)urea), C(C)NC(=O)NC1=CC(=C(C=C1)B1OC(C(O1)(C)C)(C)C)F (1-ethyl-3-(3-fluoro-4-(4,4,5,5-tetramethyl-1,3,2-dioxaborolan-2-yl)phenyl)urea), ClCCl (dichloromethane), C([O-])([O-])=O.[Na+].[Na+] (sodium carbonate). Reagents/catalysts: C1=CC=C(C=C1)P([C-]2C=CC=C2)C3=CC=CC=C3.C1=CC=C(C=C1)P([C-]2C=CC=C2)C3=CC=CC=C3.Cl[Pd]Cl.[Fe+2] ([1,1′-Bis(diphenylphosphino)ferrocene]dichloropalladium). Solvent: CCO (EtOH), O (H2O), COCCOC (DME). The product is C(C)(=O)N1CC=2N=C(N=C(C2C1)N1[C@H](COCC1)C)C1=C(C=C(C=C1)NC(=O)NCC)F ((S)-1-(4-(6-acetyl-4-(3-methylmorpholino)-6,7-dihydro-5H-pyrrolo[3,4-d]pyrimidin-2-yl)-3-fluorophenyl)-3-ethylurea). Yield: 4.1%. RXN SMILES: Cl[C:2]1[N:3]=[C:4]([N:14]2[CH2:19][CH2:18][O:17][CH2:16][C@@H:15]2[CH3:20])[C:5]2[CH2:10][N:9]([C:11](=[O:13])[CH3:12])[CH2:8][C:6]=2[N:7]=1.[CH2:21]([NH:23][C:24]([NH:26][C:27]1[CH:32]=[CH:31][C:30](B2OC(C)(C)C(C)(C)O2)=[C:29]([F:42])[CH:28]=1)=[O:25])[CH3:22].ClCCl.C(=O)([O-])[O-].[Na+].[Na+]>C1C=CC(P(C2C=CC=CC=2)[C-]2C=CC=C2)=CC=1.C1C=CC(P(C2C=CC=CC=2)[C-]2C=CC=C2)=CC=1.Cl[Pd]Cl.[Fe+2].CCO.O.COCCOC>[C:11]([N:9]1[CH2:10][C:5]2[C:4]([N:14]3[CH2:19][CH2:18][O:17][CH2:16][C@@H:15]3[CH3:20])=[N:3][C:2]([C:30]3[CH:31]=[CH:32][C:27]([NH:26][C:24]([NH:23][CH2:21][CH3:22])=[O:25])=[CH:28][C:29]=3[F:42])=[N:7][C:6]=2[CH2:8]1)(=[O:13])[CH3:12] |f:3.4.5,6.7.8.9|. Procedure: A solution of (S)-1-(2-chloro-4-(3-methylmorpholino)-5H-pyrrolo[3,4-d]pyrimidin-6(7H)-yl)ethanone (intermediate 24) (99 mg, 0.334 mmol), 1-ethyl-3-(3-fluoro-4-(4,4,5,5-tetramethyl-1,3,2-dioxaborolan-2-yl)phenyl)urea (intermediate 28) (103 mg, 0.334 mmol), [1,1′-Bis(diphenylphosphino)ferrocene]dichloropalladium (II), complex with dichloromethane (14 mg, 0.0167 mmol) and sodium carbonate (99 mg, 0.934 mmol) in 2 ml of a 7:3:1 mixture of DME:H2O:EtOH respectively was heated in the microwave at 115°... Product: CSCCC(=O)NC1=CC=C(C=C1)SC1=C/C(/NC2=CC=CC=C12)=C/1\C(=NNC1=O)CCC ((Z)-3-(methylthio)-N-(4-(2-(5-oxo-3-propyl-1H-pyrazol-4(5H)-ylidene)-1,2-dihydroquinolin-4-ylthio)phenyl)propanamide). Starting materials: NC1=CC=C(C=C1)SC1=C/C(/NC2=CC=CC=C12)=C/1\C(=NNC1=O)CCC ((Z)-4-(4-(4-aminophenylthio)quinolin-2(1H)-ylidene)-3-propyl-1H-pyrazol-5(4H)-one), C1CCOC1 (THF), CCCC(=S)Cl (3-methylthiopropionyl chloride), C25H26N4O2S2. As a reaction SMILES: [NH2:1][C:2]1[CH:7]=[CH:6][C:5]([S:8][C:9]2[C:18]3[C:13](=[CH:14][CH:15]=[CH:16][CH:17]=3)[NH:12]/[C:11](=[C:19]3/[C:20]([CH2:25][CH2:26][CH3:27])=[N:21][NH:22][C:23]/3=[O:24])/[CH:10]=2)=[CH:4][CH:3]=1.CCC[C:31](Cl)=[S:32].[CH2:34]1C[O:37][CH2:36][CH2:35]1>>[CH3:31][S:32][CH2:34][CH2:35][C:36]([NH:1][C:2]1[CH:3]=[CH:4][C:5]([S:8][C:9]2[C:18]3[C:13](=[CH:14][CH:15]=[CH:16][CH:17]=3)[NH:12]/[C:11](=[C:19]3/[C:20]([CH2:25][CH2:26][CH3:27])=[N:21][NH:22][C:23]/3=[O:24])/[CH:10]=2)=[CH:6][CH:7]=1)=[O:37]. Procedure: The title compound was synthesized using (Z)-4-(4-(4-aminophenylthio)quinolin-2(1H)-ylidene)-3-propyl-1H-pyrazol-5(4H)-one and 3-methylthiopropionyl chloride in THF according to the procedure described in the synthesis of Example 26. 1H NMR (400 MHz, DMSO-d6) δ ppm 0.69 (t, J=7.33 Hz, 3H) 1.26-1.36 (m, J=7.36, 7.36, 7.36, 7.36, 7.20 Hz, 2H) 2.11 (s, 3H) 2.17-2.27 (m, 2H) 2.68 (t, J=6.82 Hz, 2H) 2.78 (t, J=6.95 Hz, 2H) 6.75 (s, 1H) 7.61 (t, J=7.58 Hz, 1H) 7.66-7.72 (m, 2H) 7.82-7.92 (m, 4H) 8.12 ...